Dataset: the Open Reaction Database (ORD), a public repository of structured organic reaction records. Task: describe an organic reaction: reactants, conditions, products, and yield The reactants are [OH-].[Li+] (lithium hydroxide), BrC1=CC=CC(=N1)C=1CCN(CC1)C(=O)OC(C)(C)C (6-bromo-3′,6′-dihydro-2′H-[2,4′]bipyridinyl-1′-carboxylic acid, tert-butyl ester), CC1(OB(OC1(C)C)C1=CN(C=2N=CN=CC21)S(=O)(=O)C2=CC=C(C=C2)C)C (5-(4,4,5,5-Tetramethyl-[1,3,2]dioxaborolan-2-yl)-7-(toluene-4-sulfonyl)-7H-pyrrolo[2,3-d]pyrimidine), CC1(OB(OC1(C)C)C1=CN(C=2N=CN=CC21)S(=O)(=O)C2=CC=C(C=C2)C)C (5-(4,4,5,5-Tetramethyl-[1,3,2]dioxaborolan-2-yl)-7-(toluene-4-sulfonyl)-7H-pyrrolo[2,3-d]pyrimidine), C([O-])([O-])=O.[Na+].[Na+] (sodium carbonate). The reagents and catalysts are [Pd].C1(=CC=CC=C1)P(C1=CC=CC=C1)C1=CC=CC=C1.C1(=CC=CC=C1)P(C1=CC=CC=C1)C1=CC=CC=C1.C1(=CC=CC=C1)P(C1=CC=CC=C1)C1=CC=CC=C1.C1(=CC=CC=C1)P(C1=CC=CC=C1)C1=CC=CC=C1 (tetrakis(triphenylphosphine) palladium). The solvent is CCOC(=O)C (EtOAc), COCCOC (DME). Reaction conditions: temperature 90 celsius. Product: C(C)(C)(C)OC(=O)N1CCC(=CC1)C1=NC(=CC=C1)C1=CNC=2N=CN=CC21 (6-(7H-Pyrrolo[2,3-d]pyrimidin-5-yl)-3′,6′-dihydro-2′H-[2,4′]bipyridinyl-1′-carboxylic acid tert-butyl ester). Yield: 43.2%. Reaction SMILES: Br[C:2]1[N:7]=[C:6]([C:8]2[CH2:9][CH2:10][N:11]([C:14]([O:16][C:17]([CH3:20])([CH3:19])[CH3:18])=[O:15])[CH2:12][CH:13]=2)[CH:5]=[CH:4][CH:3]=1.CC1(C)C(C)(C)OB([C:29]2[C:37]3[CH:36]=[N:35][CH:34]=[N:33][C:32]=3[N:31](S(C3C=CC(C)=CC=3)(=O)=O)[CH:30]=2)O1.C(=O)([O-])[O-].[Na+].[Na+].[OH-].[Li+]>COCCOC.CCOC(C)=O.[Pd].C1(P(C2C=CC=CC=2)C2C=CC=CC=2)C=CC=CC=1.C1(P(C2C=CC=CC=2)C2C=CC=CC=2)C=CC=CC=1.C1(P(C2C=CC=CC=2)C2C=CC=CC=2)C=CC=CC=1.C1(P(C2C=CC=CC=2)C2C=CC=CC=2)C=CC=CC=1>[C:17]([O:16][C:14]([N:11]1[CH2:12][CH:13]=[C:8]([C:6]2[CH:5]=[CH:4][CH:3]=[C:2]([C:29]3[C:37]4[CH:36]=[N:35][CH:34]=[N:33][C:32]=4[NH:31][CH:30]=3)[N:7]=2)[CH2:9][CH2:10]1)=[O:15])([CH3:20])([CH3:19])[CH3:18] |f:2.3.4,5.6,9.10.11.12.13|. Procedure details: As shown in FIG. 7—step iii, a mixture of compound 1032 (0.18 g), 5-(4,4,5,5-Tetramethyl-[1,3,2]dioxaborolan-2-yl)-7-(toluene-4-sulfonyl)-7H-pyrrolo[2,3-d]pyrimidine (compound 1005, 0.20 g), tetrakis(triphenylphosphine) palladium (50 mg), and 2N sodium carbonate (0.8 mL) in DME (5 mL) was heated at 90° C. overnight. Saturated aqueous lithium hydroxide (2 mL) was added and the reaction was heated at 60° C. for 1 hour. The reaction mixture was diluted with EtOAc and washed with brine. The organics... The reactants are resultant mixture, C12CC3CC(CC(C1)C3)C2 (adamantane), ON1C(C=2C(C1=O)=CC=CC2)=O (N-hydroxyphthalimide), S(O)(O)(=O)=O (sulfuric acid), C12CC3CC(CC(C1)C3)C2 (adamantane). Solvent: C(C)(=O)O (acetic acid). Product: C12C(C3CC(CC(C1)C3)C2)=O (adamantanone), OC12C(C3CC(CC(C1)C3)C2)=O (1-hydroxyadamantanone). Isolated yield 29.0%. Reaction SMILES: [CH:1]12[CH2:10][CH:5]3[CH2:6][CH:7]([CH2:9][CH:3]([CH2:4]3)[CH2:2]1)[CH2:8]2.[OH:11]N1[C:16](=[O:17])[C:15]2=[CH:18][CH:19]=[CH:20][CH:21]=[C:14]2C1=O.S(=O)(=O)(O)[OH:24]>C(O)(=O)C>[CH:1]12[CH2:10][CH:5]3[CH2:6][CH:7]([CH2:9][CH:3]([CH2:4]3)[C:2]1=[O:11])[CH2:8]2.[OH:24][C:15]12[CH2:14][CH:21]3[CH2:20][CH:19]([CH2:10][CH:1]([CH2:2]3)[C:16]1=[O:17])[CH2:18]2. Reported procedure: To 25 ml of acetic acid were added 10 mmol of adamantane, 1 mmol of N-hydroxyphthalimide, 0.05 mmol of 98% by weight sulfuric acid and 0.05 mmol of acetylacetonatovanadium V(AA)3, and the resultant mixture (pH 1.7) was stirred under an oxygen atmosphere at a temperature of 75° C. for 6 hours. The products in the reaction mixture were analyzed by gas chromatography, and, as a result, adamantane was converted into adamantanone (yield 25%) and 1-hydroxyadamantanone (yield 29%) with a conversion of ... Starting materials: [BH3-]C#N, Nc1ncnn2c(C3CCNC3)cc(-c3ccc4cn(Cc5ccccc5)nc4c3)c12, CCOC1(O[Si](C)(C)C)CC1, CC(=O)O, CO, [Na+]. Yields the product Nc1ncnn2c(C3CCN(C4CC4)C3)cc(-c3ccc4cn(Cc5ccccc5)nc4c3)c12. Reaction SMILES: [C:47]([BH3-:48])#[N:49].[CH2:1]([c:2]1[cH:3][cH:4][cH:5][cH:6][cH:7]1)[n:8]1[n:9][c:10]2[cH:11][c:12](-[c:17]3[cH:18][c:19]([CH:27]4[CH2:28][NH:29][CH2:30][CH2:31]4)[n:20]4[n:21][cH:22][n:23][c:24]([NH2:26])[c:25]34)[cH:13][cH:14][c:15]2[cH:16]1.[CH2:36]([O:37][C:39]1([O:38][Si:42]([CH3:43])([CH3:44])[CH3:45])[CH2:40][CH2:41]1)[CH3:46].[CH3:32][C:33](=[O:34])[OH:35].[CH3:51][OH:52].[Na+:50]>>[CH2:1]([c:2]1[cH:3][cH:4][cH:5][cH:6][cH:7]1)[n:8]1[n:9][c:10]2[cH:11][c:12](-[c:17]3[cH:18][c:19]([CH:27]4[CH2:28][N:29]([CH:39]5[CH2:40][CH2:41]5)[CH2:30][CH2:31]4)[n:20]4[n:21][cH:22][n:23][c:24]([NH2:26])[c:25]34)[cH:13][cH:14][c:15]2[cH:16]1. Reactants: Brc1cncc(Br)c1, CC[O-], CN(C)C=O, CCOCC, [Na+], O. Yields the product CCOc1cncc(Br)c1. As a reaction SMILES: [Br:1][c:2]1[cH:3][n:4][cH:5][c:6]([Br:7])[cH:8]1.[CH3:10][CH2:11][O-:12].[CH3:13][N:14]([CH3:15])[CH:16]=[O:17].[CH3:19][CH2:20][O:21][CH2:22][CH3:23].[Na+:9].[OH2:18]>>[c:2]1([O:12][CH2:11][CH3:10])[cH:3][n:4][cH:5][c:6]([Br:7])[cH:8]1. The reactants are CN1C=C(C2=CC=CC=C12)C=1C(=O)N(C(C1C1=CN(C2=CC=CC=C12)C)=O)C (2,3-bis(1-methyl-1H-indol-3-yl)-N-methylmaleimide). Reagents/catalysts: [C].[Pd] (palladium-carbon). Run in CN(C)C=O (DMF). Conditions: time 1 day. Yields the product CN1C(C(C(C1=O)C1=CN(C2=CC=CC=C12)C)C1=CN(C2=CC=CC=C12)C)=O (1-methyl-3,4-bis(1-methyl-1H-indol-3-yl)-2,5-dioxopyrrolidine). Yield: 53.8%. RXN SMILES: [CH3:1][N:2]1[C:10]2[C:5](=[CH:6][CH:7]=[CH:8][CH:9]=2)[C:4]([C:11]2[C:12]([N:14]([CH3:28])[C:15](=[O:27])[C:16]=2[C:17]2[C:25]3[C:20](=[CH:21][CH:22]=[CH:23][CH:24]=3)[N:19]([CH3:26])[CH:18]=2)=[O:13])=[CH:3]1>CN(C=O)C.[C].[Pd]>[CH3:28][N:14]1[C:15](=[O:27])[CH:16]([C:17]2[C:25]3[C:20](=[CH:21][CH:22]=[CH:23][CH:24]=3)[N:19]([CH3:26])[CH:18]=2)[CH:11]([C:4]2[C:5]3[C:10](=[CH:9][CH:8]=[CH:7][CH:6]=3)[N:2]([CH3:1])[CH:3]=2)[C:12]1=[O:13] |f:2.3|. Procedure details: To a solution of 2,3-bis(1-methyl-1H-indol-3-yl)-N-methylmaleimide (50 mg, 0.14 mmol) in DMF (1 mL) was added a small amount of 10% palladium-carbon, and the whole was stirred at room temperature for 1 day under hydrogen atmosphere. The palladium-carbon was removed by filtration, and the filtrate was concentrated under reduced pressure. The residue was purified by column chromatography over silica gel (ethyl acetate:n-hexane=2:1) to obtain 1-methyl-3,4-bis(1-methyl-1H-indol-3-yl)-2,5-dioxopyrrol... Reactants: CC1C(NC2=C(O1)N=C(C(=C2)C2=CC=CC=C2)C2=CC=C(C=C2)C2(CCC2)NC(OC(C)(C)C)=O)=O (tert-butyl 1-(4-(3-methyl-2-oxo-7-phenyl-2,3-dihydro-1H-pyrido[2,3-b][1,4]oxazin-6-yl)phenyl)cyclobutylcarbamate), C([O-])([O-])=O.[K+].[K+] (potassium carbonate), BrCC#N (2-bromoacetonitrile). Solvent: CN(C)C=O (DMF), C(C)(=O)OCC (ethyl acetate). Conditions: time 48 hour. Yields the product C(C)(C)(C)OC(NC1(CCC1)C1=CC=C(C=C1)C=1C(=CC2=C(OC(C(N2CC#N)=O)C)N1)C1=CC=CC=C1)=O (tert-butyl(1-(4-(1-(cyanomethyl)-3-methyl-2-oxo-7-phenyl-2,3-dihydro-1H-pyrido[2,3-b][1,4]oxazin-6-yl)phenyl)cyclobutyl)carbamate). Yield: 83.3%. RXN SMILES: [CH3:1][CH:2]1[O:7][C:6]2[N:8]=[C:9]([C:18]3[CH:23]=[CH:22][C:21]([C:24]4([NH:28][C:29](=[O:35])[O:30][C:31]([CH3:34])([CH3:33])[CH3:32])[CH2:27][CH2:26][CH2:25]4)=[CH:20][CH:19]=3)[C:10]([C:12]3[CH:17]=[CH:16][CH:15]=[CH:14][CH:13]=3)=[CH:11][C:5]=2[NH:4][C:3]1=[O:36].C(=O)([O-])[O-].[K+].[K+].Br[CH2:44][C:45]#[N:46]>CN(C=O)C.C(OCC)(=O)C>[C:31]([O:30][C:29](=[O:35])[NH:28][C:24]1([C:21]2[CH:22]=[CH:23][C:18]([C:9]3[C:10]([C:12]4[CH:13]=[CH:14][CH:15]=[CH:16][CH:17]=4)=[CH:11][C:5]4[N:4]([CH2:44][C:45]#[N:46])[C:3](=[O:36])[CH:2]([CH3:1])[O:7][C:6]=4[N:8]=3)=[CH:19][CH:20]=2)[CH2:25][CH2:26][CH2:27]1)([CH3:32])([CH3:34])[CH3:33] |f:1.2.3|. Procedure: A solution of tert-butyl 1-(4-(3-methyl-2-oxo-7-phenyl-2,3-dihydro-1H-pyrido[2,3-b][1,4]oxazin-6-yl)phenyl)cyclobutylcarbamate (50 mg, 0.103 mmol) in DMF (2 ml) was added potassium carbonate (42.7 mg) and 2-bromoacetonitrile (22 μl, 0.309 mmol). The reaction mixture was stirred at room temperature for 48 h then was diluted with ethyl acetate (20 ml). Washed with water, brine, and dried with Na2SO4, filtered and concentrated to give crude product which was purified by column (biotage, 25 g) elute... The reactants are O=C(O)c1ccc(OCCc2c(CCNS(=O)(=O)Cc3ccccc3)n(C(c3ccccc3)c3ccccc3)c3ccc(Cl)cc23)cc1, O=S(=O)(Cl)C=Cc1ccccc1. Yields the product O=C(O)c1ccc(OCCc2c(CCNS(=O)(=O)C=Cc3ccccc3)n(C(c3ccccc3)c3ccccc3)c3ccc(Cl)cc23)cc1. RXN SMILES: [CH:1]([c:2]1[cH:3][cH:4][cH:5][cH:6][cH:7]1)([c:8]1[cH:9][cH:10][cH:11][cH:12][cH:13]1)[n:14]1[c:15]([CH2:36][CH2:37][NH:38][S:39]([CH2:40][c:41]2[cH:42][cH:43][cH:44][cH:45][cH:46]2)(=[O:47])=[O:48])[c:16]([CH2:24][CH2:25][O:26][c:27]2[cH:28][cH:29][c:30]([C:31](=[O:32])[OH:33])[cH:34][cH:35]2)[c:17]2[cH:18][c:19]([Cl:23])[cH:20][cH:21][c:22]12.[c:49]1([CH:55]=[CH:56][S:57](=[O:58])(=[O:59])[Cl:60])[cH:50][cH:51][cH:52][cH:53][cH:54]1>>[CH:1]([c:2]1[cH:3][cH:4][cH:5][cH:6][cH:7]1)([c:8]1[cH:9][cH:10][cH:11][cH:12][cH:13]1)[n:14]1[c:15]([CH2:36][CH2:37][NH:38][S:57]([CH:56]=[CH:55][c:49]2[cH:50][cH:51][cH:52][cH:53][cH:54]2)(=[O:58])=[O:59])[c:16]([CH2:24][CH2:25][O:26][c:27]2[cH:28][cH:29][c:30]([C:31](=[O:32])[OH:33])[cH:34][cH:35]2)[c:17]2[cH:18][c:19]([Cl:23])[cH:20][cH:21][c:22]12.